Dataset: the Open Reaction Database (ORD), a public repository of structured organic reaction records. Task: describe an organic reaction: reactants, conditions, products, and yield Starting materials: C1(=CC=CC=C1)C(S)(C1=CC=CC=C1)C1=CC=CC=C1 (Triphenylmethanethiol), C1CCC2=NCCCN2CC1 (DBU), BrCCCCCCC1=C2C(C(=O)NC2=O)=CC=C1 (6-bromohexylphthalimide). Solvent: CS(=O)C (DMSO). The product is C(C1=CC=CC=C1)(C1=CC=CC=C1)(C1=CC=CC=C1)SCCCCCCC1=C2C(C(=O)NC2=O)=CC=C1 (6-(S-Trityl-)mercaptohexylphthalimide), solid. Isolated yield 61.5%. As a reaction SMILES: [C:1]1([C:7]([C:15]2[CH:20]=[CH:19][CH:18]=[CH:17][CH:16]=2)([C:9]2[CH:14]=[CH:13][CH:12]=[CH:11][CH:10]=2)[SH:8])[CH:6]=[CH:5][CH:4]=[CH:3][CH:2]=1.C1CCN2C(=NCCC2)CC1.Br[CH2:33][CH2:34][CH2:35][CH2:36][CH2:37][CH2:38][C:39]1[CH:49]=[CH:48][CH:47]=[C:41]2[C:42]([NH:44][C:45](=[O:46])[C:40]=12)=[O:43]>CS(C)=O>[C:7]([S:8][CH2:33][CH2:34][CH2:35][CH2:36][CH2:37][CH2:38][C:39]1[CH:49]=[CH:48][CH:47]=[C:41]2[C:42]([NH:44][C:45](=[O:46])[C:40]=12)=[O:43])([C:1]1[CH:2]=[CH:3][CH:4]=[CH:5][CH:6]=1)([C:9]1[CH:10]=[CH:11][CH:12]=[CH:13][CH:14]=1)[C:15]1[CH:16]=[CH:17][CH:18]=[CH:19][CH:20]=1. Procedure: Triphenylmethanethiol (11.90 g, 43.08 mmol) was suspended in DMSO (40 mL). DBU (7.41 mL, 49.55 mmol) and 6-bromohexylphthalimide (13.32 g, 42.94 mmol) were added, and the mixture was allowed to react for approximately 15 min. The reaction mixture was partitioned between ethyl acetate (700 mL) and 0.1 M HCl (200 mL). The aqueous phase was extracted with ethyl acetate (3×50 mL), and the combined organic fractions were washed with NaHCO3 sat. (80 mL) and brine (80 mL), dried over MgSO4, filtered an... The reactants are Brc1cccnc1, O=C([O-])[O-], CO, [Cs+], [Cs+], Oc1ccc(-c2nnc(Nc3cccc(C(F)(F)F)c3)[nH]2)cc1, CN(C)C=O. The product is FC(F)(F)c1cccc(Nc2nnc(-c3ccc(Oc4cccnc4)cc3)[nH]2)c1. RXN SMILES: [Br:30][c:31]1[cH:32][n:33][cH:34][cH:35][cH:36]1.[C:24](=[O:25])([O-:26])[O-:27].[CH3:37][OH:38].[Cs+:28].[Cs+:29].[F:1][C:2]([c:3]1[cH:4][c:5]([NH:9][c:10]2[nH:11][c:12](-[c:15]3[cH:16][cH:17][c:18]([OH:21])[cH:19][cH:20]3)[n:13][n:14]2)[cH:6][cH:7][cH:8]1)([F:22])[F:23].[O:39]=[CH:40][N:41]([CH3:42])[CH3:43]>>[F:1][C:2]([c:3]1[cH:4][c:5]([NH:9][c:10]2[nH:11][c:12](-[c:15]3[cH:16][cH:17][c:18]([O:21][c:31]4[cH:32][n:33][cH:34][cH:35][cH:36]4)[cH:19][cH:20]3)[n:13][n:14]2)[cH:6][cH:7][cH:8]1)([F:22])[F:23].